Dataset: the Open Reaction Database (ORD), a public repository of structured organic reaction records. Task: describe an organic reaction: reactants, conditions, products, and yield The reactants are COc1cc(Nc2c(C#N)cnc3cc(Br)ccc23)c(Cl)cc1Cl, Brc1ccsc1CN1CCOCC1. Product: COc1cc(Nc2c(C#N)cnc3cc(-c4ccsc4CN4CCOCC4)ccc23)c(Cl)cc1Cl. As a reaction SMILES: [Br:1][c:2]1[cH:3][cH:4][c:5]2[c:6]([NH:14][c:15]3[c:16]([Cl:24])[cH:17][c:18]([Cl:23])[c:19]([O:21][CH3:22])[cH:20]3)[c:7]([C:12]#[N:13])[cH:8][n:9][c:10]2[cH:11]1.[Br:25][c:26]1[c:27]([CH2:31][N:32]2[CH2:33][CH2:34][O:35][CH2:36][CH2:37]2)[s:28][cH:29][cH:30]1>>[c:2]1(-[c:26]2[c:27]([CH2:31][N:32]3[CH2:33][CH2:34][O:35][CH2:36][CH2:37]3)[s:28][cH:29][cH:30]2)[cH:3][cH:4][c:5]2[c:6]([NH:14][c:15]3[c:16]([Cl:24])[cH:17][c:18]([Cl:23])[c:19]([O:21][CH3:22])[cH:20]3)[c:7]([C:12]#[N:13])[cH:8][n:9][c:10]2[cH:11]1. Starting materials: C(C1=CC=CC=C1)OC1=CC(=NC2=CC(=CC(=C12)Cl)Cl)C(=O)OCCN1CCCC1 (2-(1-pyrrolidinyl)ethyl 4-benzyloxy-5,7-dichloroquinoline-2-carboxylate), Br (hydrogen bromide). The solvent is C(C)(=O)O (acetic acid). Product: Br.ClC1=C2C(C=C(NC2=CC(=C1)Cl)C(=O)OCCN1CCCC1)=O (2-(1-pyrrolidinyl)ethyl 5,7-dichloro-4-oxo-1,4-dihydroquinoline-2-carboxylate hydrobromide). As a reaction SMILES: C([O:8][C:9]1[C:18]2[C:13](=[CH:14][C:15]([Cl:20])=[CH:16][C:17]=2[Cl:19])[N:12]=[C:11]([C:21]([O:23][CH2:24][CH2:25][N:26]2[CH2:30][CH2:29][CH2:28][CH2:27]2)=[O:22])[CH:10]=1)C1C=CC=CC=1.[BrH:31]>C(O)(=O)C>[BrH:31].[Cl:19][C:17]1[CH:16]=[C:15]([Cl:20])[CH:14]=[C:13]2[C:18]=1[C:9](=[O:8])[CH:10]=[C:11]([C:21]([O:23][CH2:24][CH2:25][N:26]1[CH2:30][CH2:29][CH2:28][CH2:27]1)=[O:22])[NH:12]2 |f:3.4|. Procedure: Treatment of 2-(1-pyrrolidinyl)ethyl 4-benzyloxy-5,7-dichloroquinoline-2-carboxylate (0.65 g) with hydrogen bromide in acetic acid (5 ml, 48%) as described in Example 33d gave 2-(1-pyrrolidinyl)ethyl 5,7-dichloro-4-oxo-1,4-dihydroquinoline-2-carboxylate hydrobromide (0.3 g), m.p. 258° C. (dec). δ (250 MHz, DMSO-d6) 2.04 (4H, m, pyrrolidine-3,4-H), 3.18 (2H, m, CH2N) 3.68 (4H, m, pyrrolidine-2.5-H), 4.68 (2H, t, CO2CH2), 6.91 (1H, s, 3-H), 7.46 (1H, d, 6-H), 8.08 (1H, d, 8-H), 9.90 (2H, vbs, NH)....